Dataset: the Open Reaction Database (ORD), a public repository of structured organic reaction records. Task: describe an organic reaction: reactants, conditions, products, and yield Starting materials: COC(C1=C(C=C(C=C1)NC(=O)[C@@H]1N[C@H]([C@]([C@H]1C1=C(C(=CC=C1)Cl)F)(C#N)C1=C(C=C(C=C1)Cl)F)CC(C)(C)C)Cl)=O (rac 4-{[(2R,3S,4R,5S)-3-(3-Chloro-2-fluoro-phenyl)-4-(4-chloro-2-fluoro-phenyl)-4-cyano-5-(2,2-dimethyl-propyl)-pyrrolidine-2-carbonyl]-amino}-2-chloro-benzoic acid methyl ester), [OH-].[Na+] (NaOH). The solvent is CO (MeOH). Reaction conditions: temperature 55 celsius, time 1 hour. Yields the product ClC1=C(C(=O)O)C=CC(=C1)NC(=O)[C@@H]1N[C@H]([C@]([C@H]1C1=C(C(=CC=C1)Cl)F)(C#N)C1=C(C=C(C=C1)Cl)F)CC(C)(C)C (rac 2-Chloro-4-{[(2R,3S,4R,5S)-3-(3-chloro-2-fluoro-phenyl)-4-(4-chloro-2-fluoro-phenyl)-4-cyano-5-(2,2-dimethyl-propyl)-pyrrolidine-2-carbonyl]-amino}-benzoic acid). Reaction SMILES: C[O:2][C:3](=[O:42])[C:4]1[CH:9]=[CH:8][C:7]([NH:10][C:11]([C@H:13]2[C@H:17]([C:18]3[CH:23]=[CH:22][CH:21]=[C:20]([Cl:24])[C:19]=3[F:25])[C@:16]([C:28]3[CH:33]=[CH:32][C:31]([Cl:34])=[CH:30][C:29]=3[F:35])([C:26]#[N:27])[C@H:15]([CH2:36][C:37]([CH3:40])([CH3:39])[CH3:38])[NH:14]2)=[O:12])=[CH:6][C:5]=1[Cl:41].[OH-].[Na+]>CO>[Cl:41][C:5]1[CH:6]=[C:7]([NH:10][C:11]([C@H:13]2[C@H:17]([C:18]3[CH:23]=[CH:22][CH:21]=[C:20]([Cl:24])[C:19]=3[F:25])[C@:16]([C:28]3[CH:33]=[CH:32][C:31]([Cl:34])=[CH:30][C:29]=3[F:35])([C:26]#[N:27])[C@H:15]([CH2:36][C:37]([CH3:40])([CH3:39])[CH3:38])[NH:14]2)=[O:12])[CH:8]=[CH:9][C:4]=1[C:3]([OH:42])=[O:2] |f:1.2|. Reported procedure: rac 4-{[(2R,3S,4R,5S)-3-(3-Chloro-2-fluoro-phenyl)-4-(4-chloro-2-fluoro-phenyl)-4-cyano-5-(2,2-dimethyl-propyl)-pyrrolidine-2-carbonyl]-amino}-2-chloro-benzoic acid methyl ester (54 mg) was dissolved in MeOH (10 mL) with help of slight heating. To the stirred solution was added NaOH (1N, 2 mL) and the mixture was stirred for 1 hrs at 55° C. The solvent was removed and the residue was treated with 1 N HCl to make the mixture acidic. The white suspension was extracted with EtOAc (3×10 mL) and the ... The reactants are O=[N+]([O-])c1cc(Br)ccc1F, CN(C)C=O, NCCc1ccccc1. Yields the product O=[N+]([O-])c1cc(Br)ccc1NCCc1ccccc1. RXN SMILES: [Br:1][c:2]1[cH:3][c:4]([N+:9](=[O:10])[O-:11])[c:5]([F:8])[cH:6][cH:7]1.[CH3:21][N:22]([CH3:23])[CH:24]=[O:25].[NH2:12][CH2:13][CH2:14][c:15]1[cH:16][cH:17][cH:18][cH:19][cH:20]1>>[Br:1][c:2]1[cH:3][c:4]([N+:9](=[O:10])[O-:11])[c:5]([NH:12][CH2:13][CH2:14][c:15]2[cH:16][cH:17][cH:18][cH:19][cH:20]2)[cH:6][cH:7]1. Starting materials: CC(C)(C)OC(=O)N1C=CCC1, ClCCl, O=C(OO)c1cccc(Cl)c1. Yields the product CC(C)(C)OC(=O)N1CC2OC2C1. RXN SMILES: [C:1](=[O:2])([O:3][C:4]([CH3:5])([CH3:6])[CH3:7])[N:8]1[CH:9]=[CH:10][CH2:11][CH2:12]1.[Cl:24][CH2:25][Cl:26].[OH:13][O:14][C:15]([c:16]1[cH:17][c:18]([Cl:19])[cH:20][cH:21][cH:22]1)=[O:23]>>[C:1](=[O:2])([O:3][C:4]([CH3:5])([CH3:6])[CH3:7])[N:8]1[CH2:9][CH:10]2[CH:11]([CH2:12]1)[O:13]2. Reactants: [H][H] (hydrogen), [N+](=O)([O-])C1=C(C=CC(=C1)O)O (2-nitro-1,4-benzenediol), Cl (HCl), Cl[Sn]Cl (SnCl2). The reagents and catalysts are [Pd] (Pd/C), [Cr].[Co] (Hastelloy C). Solvent: O (H2O), O (H2O), C(CC)O (n-propanol). Product: Cl.NC1=C(C=CC(=C1)O)O (2-amino-1,4-benzenediol hydrochloride). The yield is 98.0%. RXN SMILES: [N+:1]([C:4]1[CH:9]=[C:8]([OH:10])[CH:7]=[CH:6][C:5]=1[OH:11])([O-])=O.[H][H].Cl.[Cl:15][Sn]Cl>O.[Cr].[Co].[Pd].C(O)CC>[ClH:15].[NH2:1][C:4]1[CH:9]=[C:8]([OH:10])[CH:7]=[CH:6][C:5]=1[OH:11] |f:5.6,9.10|. Procedure details: A one-liter Hastelloy C autoclave equipped with a gas dispersion stirrer and cooling coil is charged with 31 g (0.2 mole) of the 2-nitro-1,4-benzenediol, 500 mL of n-propanol, 7.0 g of 10 percent Pd/C and 10.0 mL of H2O. The sealed reactor is charged with 50 psi of H2 and the temperature is brought to 40° C. and maintained between 40° C.-50° C. during the course of the reaction. After a brief induction period, the uptake of hydrogen becomes extremely rapid and H2 pressure is maintained at about ...